From a dataset of the Open Reaction Database (ORD), a public repository of structured organic reaction records. describe an organic reaction: reactants, conditions, products, and yield Run in O1CCCC1.O (tetrahydrofuran water). As a reaction SMILES: C[O:2][C:3](=[O:27])[C@@H:4]([N:12]1[CH2:16][C:15]([O:17][C:18]2[CH:23]=[CH:22][CH:21]=[C:20]([CH3:24])[C:19]=2[CH3:25])=[CH:14][C:13]1=[O:26])[CH2:5][CH:6]1[CH2:11][CH2:10][CH2:9][CH2:8][CH2:7]1.[OH-].[Li+]>O1CCCC1.O>[CH:6]1([CH2:5][C@H:4]([N:12]2[CH2:16][C:15]([O:17][C:18]3[CH:23]=[CH:22][CH:21]=[C:20]([CH3:24])[C:19]=3[CH3:25])=[CH:14][C:13]2=[O:26])[C:3]([OH:27])=[O:2])[CH2:11][CH2:10][CH2:9][CH2:8][CH2:7]1 |f:1.2,3.4|. The reactants are COC([C@H](CC1CCCCC1)N1C(C=C(C1)OC1=C(C(=CC=C1)C)C)=O)=O ((S)-3-cyclohexyl-2-[4-(2,3-dimethyl-phenoxy)-2-oxo-2,5-dihydro-pyrrol-1-yl]-propionic acid methyl ester), [OH-].[Li+] (lithium hydroxide). Run at temperature 23 celsius, time 2 hour. Procedure details: To a stirred solution of (S)-3-cyclohexyl-2-[4-(2,3-dimethyl-phenoxy)-2-oxo-2,5-dihydro-pyrrol-1-yl]-propionic acid methyl ester (850 mg, 0.002 mol) in tetrahydrofuran-water (3:1, 10 mL) was added lithium hydroxide (287 mg, 0.012 mol). The reaction mixture was stirred at 23° C. for 2 h. After this time, the mixture was concentrated and the reaction mixture was diluted with water. The reaction mixture was acidified with 2N hydrochloric acid, during which time precipitation occurred. The precipita... Yields the product C1(CCCCC1)C[C@@H](C(=O)O)N1C(C=C(C1)OC1=C(C(=CC=C1)C)C)=O ((S)-3-cyclohexyl-2-[4-(2,3-dimethyl-phenoxy)-2-oxo-2,5-dihydro-pyrrol-1-yl]-propionic acid). Yield: 100.7%. The reactants are OCC(=O)S[C@@H]1[C@H](C(N1C(=P(C1=CC=CC=C1)(C1=CC=CC=C1)C1=CC=CC=C1)C(=O)OCC1=CC=C(C=C1)[N+](=O)[O-])=O)[C@@H](C)OC(=O)OCC1=CC=C(C=C1)[N+](=O)[O-] (4(R)-hydroxyacetylthio-3(S)-[1(R)-p-nitrobenzyloxycarbonyloxyethyl]-1-(1-p-nitrobenzyloxycarbonyl-1-triphenylphosphoranylidenemethyl)-azetidin-2-one), N1=CC=CC=C1 (pyridine), C(C)(=O)OC(C)=O (acetic anhydride). Run in C(Cl)Cl (CH2Cl2). Reaction conditions: time 6 hour. Yields the product C(C)(=O)OCC(=O)S[C@@H]1[C@H](C(N1C(=P(C1=CC=CC=C1)(C1=CC=CC=C1)C1=CC=CC=C1)C(=O)OCC1=CC=C(C=C1)[N+](=O)[O-])=O)[C@@H](C)OC(=O)OCC1=CC=C(C=C1)[N+](=O)[O-] (4(R)-acetoxyacetylthio-3(S)-[1(R)-p-nitrobenzyloxycarbonyloxyethyl]-1-[1-p-nitrobenzyloxycarbonyl-1-triphenylphosphoranylidenemethyl]-azetidin-2-one). As a reaction SMILES: [OH:1][CH2:2][C:3]([S:5][C@H:6]1[N:9]([C:10]([C:30]([O:32][CH2:33][C:34]2[CH:39]=[CH:38][C:37]([N+:40]([O-:42])=[O:41])=[CH:36][CH:35]=2)=[O:31])=[P:11]([C:24]2[CH:29]=[CH:28][CH:27]=[CH:26][CH:25]=2)([C:18]2[CH:23]=[CH:22][CH:21]=[CH:20][CH:19]=2)[C:12]2[CH:17]=[CH:16][CH:15]=[CH:14][CH:13]=2)[C:8](=[O:43])[C@@H:7]1[C@H:44]([O:46][C:47]([O:49][CH2:50][C:51]1[CH:56]=[CH:55][C:54]([N+:57]([O-:59])=[O:58])=[CH:53][CH:52]=1)=[O:48])[CH3:45])=[O:4].N1C=CC=CC=1.[C:66](OC(=O)C)(=[O:68])[CH3:67]>C(Cl)Cl>[C:66]([O:1][CH2:2][C:3]([S:5][C@H:6]1[N:9]([C:10]([C:30]([O:32][CH2:33][C:34]2[CH:39]=[CH:38][C:37]([N+:40]([O-:42])=[O:41])=[CH:36][CH:35]=2)=[O:31])=[P:11]([C:18]2[CH:23]=[CH:22][CH:21]=[CH:20][CH:19]=2)([C:12]2[CH:13]=[CH:14][CH:15]=[CH:16][CH:17]=2)[C:24]2[CH:25]=[CH:26][CH:27]=[CH:28][CH:29]=2)[C:8](=[O:43])[C@@H:7]1[C@H:44]([O:46][C:47]([O:49][CH2:50][C:51]1[CH:52]=[CH:53][C:54]([N+:57]([O-:59])=[O:58])=[CH:55][CH:56]=1)=[O:48])[CH3:45])=[O:4])(=[O:68])[CH3:67]. Procedure details: A stirred solution of 4(R)-hydroxyacetylthio-3(S)-[1(R)-p-nitrobenzyloxycarbonyloxyethyl]-1-(1-p-nitrobenzyloxycarbonyl-1-triphenylphosphoranylidenemethyl)-azetidin-2-one (418 mg, 0.5 mmole) in CH2Cl2 (5 ml) was sequentially treated with pyridine (162 mg) and acetic anhydride (90 mg) and then stirred at room temperature for six hours.